This data is from the Open Reaction Database (ORD), a public repository of structured organic reaction records. The task is: describe an organic reaction: reactants, conditions, products, and yield Reactants: C(C1=CC=CC=C1)OCCCC=1N=C(SC1COC1=CC(=C(C(=N)NO)C=C1)OC)C1=CC=C(C=C1)C(F)(F)F (4-[4-(3-benzyloxy-propyl)-2-(4-trifluoromethyl-phenyl)-thiazol-5-ylmethoxy]-N-hydroxy-2-methoxy-benzamidine), ClC(=O)OC1=CC=CC=C1 (phenyl chloroformate), C(C)(C)N(CC)C(C)C (diisopropylethylamine). Solvent: O1CCCC1 (tetrahydrofuran). Reaction conditions: temperature 150 celsius. The product is C(C1=CC=CC=C1)OCCCC=1N=C(SC1COC1=CC(=C(C=C1)C1=NOC(N1)=O)OC)C1=CC=C(C=C1)C(F)(F)F (3-{4-[4-(3-benzyloxy-propyl)-2-(4-trifluoromethyl-phenyl)-thiazol-5-ylmethoxy]-2-methoxy-phenyl}-4H-[1,2,4]oxadiazol-5-one). RXN SMILES: [CH2:1]([O:8][CH2:9][CH2:10][CH2:11][C:12]1[N:13]=[C:14]([C:31]2[CH:36]=[CH:35][C:34]([C:37]([F:40])([F:39])[F:38])=[CH:33][CH:32]=2)[S:15][C:16]=1[CH2:17][O:18][C:19]1[CH:28]=[CH:27][C:22]([C:23]([NH:25][OH:26])=[NH:24])=[C:21]([O:29][CH3:30])[CH:20]=1)[C:2]1[CH:7]=[CH:6][CH:5]=[CH:4][CH:3]=1.Cl[C:42](OC1C=CC=CC=1)=[O:43].C(N(C(C)C)CC)(C)C>O1CCCC1>[CH2:1]([O:8][CH2:9][CH2:10][CH2:11][C:12]1[N:13]=[C:14]([C:31]2[CH:32]=[CH:33][C:34]([C:37]([F:39])([F:40])[F:38])=[CH:35][CH:36]=2)[S:15][C:16]=1[CH2:17][O:18][C:19]1[CH:28]=[CH:27][C:22]([C:23]2[NH:24][C:42](=[O:43])[O:26][N:25]=2)=[C:21]([O:29][CH3:30])[CH:20]=1)[C:2]1[CH:7]=[CH:6][CH:5]=[CH:4][CH:3]=1. Procedure details: To a solution of 1.05 g of 4-[4-(3-benzyloxy-propyl)-2-(4-trifluoromethyl-phenyl)-thiazol-5-ylmethoxy]-N-hydroxy-2-methoxy-benzamidine in 5 mL of tetrahydrofuran were added 254 μL of phenyl chloroformate and 607 μL of diisopropylethylamine. The resulting mixture was heated to 150° C. under microwave irradiation for 20 minutes. After allowing it to cool down to room temperature, the mixture was concentrated under reduced pressure and dichloromethane/water were added to the residue. The organic la... Starting materials: ClC=1C=C(C=CC1)NC(C1=C(N=CC=C1)N[C@@H]1CNCCC1)=O ((S)—N-(3-chlorophenyl)-2-(3-piperidylamino)nicotinamide), ClC=1C=C(C=CC1)NC(C1=C(N=CC=C1)NC1CC(NC(C1)(C)C)(C)C)=O (N-(3-chlorophenyl)-2-(2,2,6,6-tetramethylpiperidin-4-ylamino)nicotinamide), C(C1=CC=CC=C1)Cl (benzylchloride), BrCCO (2-bromoethanol). Reported procedure: The title compound was prepared in the same manner as in Example 21, with the exception that (S)—N-(3-chlorophenyl)-2-(3-piperidylamino)nicotinamide of Example 20-B, instead of N-(3-chlorophenyl)-2-(2,2,6,6-tetramethylpiperidin-4-ylamino)nicotinamide, and benzylchloride, instead of 2-bromoethanol, were used in the same molar amounts (Yield: 68.2%). The yield is 68.2%. RXN SMILES: [Cl:1][C:2]1[CH:3]=[C:4]([NH:8][C:9](=[O:23])[C:10]2[CH:15]=[CH:14][CH:13]=[N:12][C:11]=2[NH:16][C@H:17]2[CH2:22][CH2:21][CH2:20][NH:19][CH2:18]2)[CH:5]=[CH:6][CH:7]=1.ClC1C=C(NC(=O)C2C=CC=NC=2NC2CC(C)(C)NC(C)(C)C2)C=CC=1.[CH2:51](Cl)[C:52]1[CH:57]=[CH:56][CH:55]=[CH:54][CH:53]=1.BrCCO>>[CH2:51]([N:19]1[CH2:20][CH2:21][CH2:22][C@H:17]([NH:16][C:11]2[N:12]=[CH:13][CH:14]=[CH:15][C:10]=2[C:9]([NH:8][C:4]2[CH:5]=[CH:6][CH:7]=[C:2]([Cl:1])[CH:3]=2)=[O:23])[CH2:18]1)[C:52]1[CH:57]=[CH:56][CH:55]=[CH:54][CH:53]=1. Yields the product C(C1=CC=CC=C1)N1C[C@H](CCC1)NC1=C(C(=O)NC2=CC(=CC=C2)Cl)C=CC=N1 ((S)-2-(1-benzylpiperidin-3-ylamino)-N-(3-chlorophenyl)nicotinamide). The reactants are ClCC(=O)C1=CC=CC=C1 (2-chloro acetophenone), N1CCCC1 (pyrrolidine), CC1=NC(=C(C(=N1)Cl)[N+](=O)[O-])Cl (2-methyl-4,6-dichloro-5-nitropyrimidine), C(C)(C)N(C(C)C)CC (N,N-diisopropylethylamine), N1CCCCC1 (piperidine), Cl[Sn]Cl (SnCl2), ClC1=C(C=CC=C1)C(=C)N1CCCC1 ([1-(2-chlorophenyl]vinyl]pyrrolidine). The reagents and catalysts are Cl[Ti](Cl)(Cl)Cl (TiCl4). Run in CN(C)C=O (DMF), CCN(CC)CC (NEt3). The product is C(C)C1NCCC(C1)C=1NC=2C(=CN1)C=C(N2)C2=C(C=CC=C2)Cl (2-ethyl-4-piperidyl-6-(2-chlorophenyl)pyrrolo[3,2-]pyrimidine). The yield is 25.0%. RXN SMILES: [Cl:1][C:2]1[CH:7]=[CH:6][CH:5]=[CH:4][C:3]=1[C:8]([N:10]1[CH2:14][CH2:13][CH2:12]C1)=[CH2:9].Cl[CH2:16]C(C1C=CC=CC=1)=O.N1CCCC1.[CH3:30][C:31]1[N:36]=C(Cl)C([N+]([O-])=O)=C(Cl)[N:32]=1.C([N:45]([CH2:49][CH3:50])[CH:46]([CH3:48])[CH3:47])(C)C.N1CCCCC1.Cl[Sn]Cl>CN(C=O)C.Cl[Ti](Cl)(Cl)Cl.CCN(CC)CC>[CH2:48]([CH:46]1[CH2:47][CH:30]([C:31]2[NH:32][C:14]3[C:13]([CH:9]=[C:8]([C:3]4[CH:4]=[CH:5][CH:6]=[CH:7][C:2]=4[Cl:1])[N:10]=3)=[CH:12][N:36]=2)[CH2:50][CH2:49][NH:45]1)[CH3:16]. Reported procedure: Using the method described in Example 30 by employing [1-(2-chlorophenyl]vinyl]pyrrolidine (freshly prepared before use from 2-chloro acetophenone (Aldrich Chemical Company), pyrrolidine and TiCl4 (1.06 g, 5.12 mmol), 2-methyl-4,6-dichloro-5-nitropyrimidine (Example 76(b)) (1.10 g, 5.12 mmol), N,N-diisopropylethylamine (0.9 mL, 5.12 mmol), piperidine (0.8 mL, 8.2 mmol), NEt3 (0.9 mL) and SnCl2 (15 mL of a 2 M soln in DMF). The residue was purified by flash chromatography on silica gel with 95:5 ... The reactants are OC1=C(C=C(C=O)C=C1)OC (4-hydroxy-3-methoxy-benzaldehyde), C(=O)([O-])[O-].[K+].[K+] (K2CO3), C(C)(=O)OCCBr (2-bromoethyl acetate). The solvent is CC(=O)C (acetone), C(C)OCC (diethyl ether). Product: C(C)(=O)OCCOC1=C(C=C(C=O)C=C1)OC (4-(2-acetoxy-ethoxy)-3-methoxy-benzaldehyde). The yield is 75.2%. As a reaction SMILES: [OH:1][C:2]1[CH:9]=[CH:8][C:5]([CH:6]=[O:7])=[CH:4][C:3]=1[O:10][CH3:11].C([O-])([O-])=O.[K+].[K+].[C:18]([O:21][CH2:22][CH2:23]Br)(=[O:20])[CH3:19]>CC(C)=O.C(OCC)C>[C:18]([O:21][CH2:22][CH2:23][O:1][C:2]1[CH:9]=[CH:8][C:5]([CH:6]=[O:7])=[CH:4][C:3]=1[O:10][CH3:11])(=[O:20])[CH3:19] |f:1.2.3|. Procedure: A mixture of 4-hydroxy-3-methoxy-benzaldehyde (2.5 g, 16.4 mmol), K2CO3 (6.81 g, 49.3 mmol) and 2-bromoethyl acetate (5.49 g, 32.9 mmol) in acetone (50 mL) is refluxed for 48 h before it is diluted with diethyl ether (250 mL) and washed with water (2×200 mL). The washings are extracted with diethyl ether (200 mL). The combined organic extracts are dried over MgSO4 and concentrated. The remaining residue is purified by column chromatography on silica gel eluting with heptane/EA 1:1 to afford the ... Starting materials: CC(CC1=CC2=CC=CC=C2C=C1)(C)NC[C@H](COC(C)C1=C(C=CC=C1)OC)O ((2R)-1-[1,1-Dimethyl-2-(naphthalen-2-yl)ethylamino]-3-[1-(2-methoxyphenyl)ethoxy]propan-2-ol), C(C)(=O)OCC.Cl (hydrogen chloride-ethyl acetate). The solvent is C(C)OCC (diethyl ether). Yields the product Cl.CC(CC1=CC2=CC=CC=C2C=C1)(C)NC[C@H](COC(C)C1=C(C=CC=C1)OC)O ((2R)-1-[1, 1-Dimethyl-2-(naphthalen-2-yl)ethylamino]-3-[1-(2-methoxyphenyl)ethoxy]propan-2-ol hydrochloride). As a reaction SMILES: [CH3:1][C:2]([NH:15][CH2:16][C@@H:17]([OH:30])[CH2:18][O:19][CH:20]([C:22]1[CH:27]=[CH:26][CH:25]=[CH:24][C:23]=1[O:28][CH3:29])[CH3:21])([CH3:14])[CH2:3][C:4]1[CH:13]=[CH:12][C:11]2[C:6](=[CH:7][CH:8]=[CH:9][CH:10]=2)[CH:5]=1.C(OCC)(=O)C.[ClH:37]>C(OCC)C>[ClH:37].[CH3:1][C:2]([NH:15][CH2:16][C@@H:17]([OH:30])[CH2:18][O:19][CH:20]([C:22]1[CH:27]=[CH:26][CH:25]=[CH:24][C:23]=1[O:28][CH3:29])[CH3:21])([CH3:14])[CH2:3][C:4]1[CH:13]=[CH:12][C:11]2[C:6](=[CH:7][CH:8]=[CH:9][CH:10]=2)[CH:5]=1 |f:1.2,4.5|. Procedure details: (2R)-1-[1,1-Dimethyl-2-(naphthalen-2-yl)ethylamino]-3-[1-(2-methoxyphenyl)ethoxy]propan-2-ol (141 mg) obtained in Example 4 was dissolved in diethyl ether (5 ml), and 4N hydrogen chloride-ethyl acetate solution was added. The reaction mixture was concentrated under reduced pressure and diethyl ether (5 ml) was added. The mixture was concentrated under reduced pressure to give the title compound (154 mg). The reactants are NC1[C@@H]2N(C(=C(CS2)CSC=2SC(=NN2)C)C(=O)O)C1=O (7-Amino-3-(5-methyl-1,3,4-thiadiazol-2-ylthiomethyl)-3-cephem-4-carboxylic acid), C[Si](C)(C)C(C(=O)N)[Si](C)(C)C (bis(trimethylsilyl)acetamide), ClC(C(=O)Cl)Cl (dichloroacetyl chloride). Solvent: C(Cl)Cl (methylene chloride), C(Cl)Cl (methylene chloride). The product is ClC(C(=O)NC1[C@@H]2N(C(=C(CS2)CSC=2SC(=NN2)C)C(=O)O)C1=O)Cl (7-dichloroacetamido-3-(5-methyl-1,3,4-thiadiazol-2-ylthiomethyl)-3-cephem-4-carboxylic acid). The yield is 65.9%. RXN SMILES: [NH2:1][CH:2]1[C:20](=[O:21])[N:4]2[C:5]([C:17]([OH:19])=[O:18])=[C:6]([CH2:9][S:10][C:11]3[S:12][C:13]([CH3:16])=[N:14][N:15]=3)[CH2:7][S:8][C@H:3]12.C[Si](C([Si](C)(C)C)C(N)=O)(C)C.[Cl:34][CH:35]([Cl:39])[C:36](Cl)=[O:37]>C(Cl)Cl>[Cl:34][CH:35]([Cl:39])[C:36]([NH:1][CH:2]1[C:20](=[O:21])[N:4]2[C:5]([C:17]([OH:19])=[O:18])=[C:6]([CH2:9][S:10][C:11]3[S:12][C:13]([CH3:16])=[N:14][N:15]=3)[CH2:7][S:8][C@H:3]12)=[O:37]. Procedure details: 7-Amino-3-(5-methyl-1,3,4-thiadiazol-2-ylthiomethyl)-3-cephem-4-carboxylic acid (6.89 g) was suspended in methylene chloride (60 ml) and bis(trimethylsilyl)acetamide (8.12 g) was added to the suspension to give a solution. A solution of dichloroacetyl chloride (3.24 g) in methylene chloride (10 ml) was added to the solution obtained above at -20° C under stirring. The mixture was stirred at the same temperature for 20 minutes and methylene chloride was distilled off from the mixture after additi... Starting materials: ClC=1C(=C(C=CC1)N1CN(CC1=O)C(CNCCOC)=O)C (3-(3-chloro-2-methyl-phenyl)-1-[2-(2-methoxy-ethylamino)-acetyl]-imidazolidin-4-one), C(#N)C=1C=C(C(=O)Cl)C=CC1 (3-cyanobenzoyl chloride). Run in CN1CCCC1=O (NMP). Conditions: time 8 hour. Product: ClC=1C(=C(C=CC1)N1CN(CC1=O)C(CN(C(C1=CC(=CC=C1)C)=O)CCOC)=O)C (N-{2-[3-(3-chloro-2-methyl-phenyl)-4-oxo-imidazolidin-1-yl]-2-oxo-ethyl}-3-methyl-N-(2-methoxy-ethyl)-benzamide). RXN SMILES: [Cl:1][C:2]1[C:3]([CH3:22])=[C:4]([N:8]2[C:12](=[O:13])[CH2:11][N:10]([C:14](=[O:21])[CH2:15][NH:16][CH2:17][CH2:18][O:19][CH3:20])[CH2:9]2)[CH:5]=[CH:6][CH:7]=1.[C:23]([C:25]1[CH:26]=[C:27]([CH:31]=[CH:32][CH:33]=1)[C:28](Cl)=[O:29])#N>CN1C(=O)CCC1>[Cl:1][C:2]1[C:3]([CH3:22])=[C:4]([N:8]2[C:12](=[O:13])[CH2:11][N:10]([C:14](=[O:21])[CH2:15][N:16]([CH2:17][CH2:18][O:19][CH3:20])[C:28](=[O:29])[C:27]3[CH:31]=[CH:32][CH:33]=[C:25]([CH3:23])[CH:26]=3)[CH2:9]2)[CH:5]=[CH:6][CH:7]=1. Reported procedure: In a 4 mL vial was taken 100 mg of 3-(3-chloro-2-methyl-phenyl)-1-[2-(2-methoxy-ethylamino)-acetyl]-imidazolidin-4-one (0.31 mmol, 1.00 eq), 61 mg of 3-cyanobenzoyl chloride (0.37 mmol, 1.20 eq), and 500 uL NMP. The mixture was stirred overnight at room temperature and the crude product was purified by reversed phase HPLC (acetonitrile —H2O with 0.1% TFA as the eluent) to yield N-{2-[3-(3-chloro-2-methyl-phenyl)-4-oxo-imidazolidin-1-yl]-2-oxo-ethyl}-3-methyl-N-(2-methoxy-ethyl)-benzamide. MS (ES...